This data is from the Open Reaction Database (ORD), a public repository of structured organic reaction records. The task is: describe an organic reaction: reactants, conditions, products, and yield RXN SMILES: [CH3:1][NH:2][CH3:3].[Cl:29][CH2:30][Cl:31].[O:4]1[CH2:5][CH2:6][N:7]([c:10]2[n:11][c:12]([NH:19][C:20]([O:21][c:22]3[cH:23][cH:24][cH:25][cH:26][cH:27]3)=[O:28])[n:13][c:14]([CH2:16][CH2:17][CH3:18])[n:15]2)[CH2:8][CH2:9]1>>[CH3:1][N:2]([CH3:3])[C:20]([NH:19][c:12]1[n:11][c:10]([N:7]2[CH2:6][CH2:5][O:4][CH2:9][CH2:8]2)[n:15][c:14]([CH2:16][CH2:17][CH3:18])[n:13]1)=[O:28]. Yields the product CCCc1nc(NC(=O)N(C)C)nc(N2CCOCC2)n1. Starting materials: CNC, ClCCl, CCCc1nc(NC(=O)Oc2ccccc2)nc(N2CCOCC2)n1. The reactants are C(C1=CC=CC=C1)OC1=C(C=C2CCNC(C2=C1)C1(CC1)C1=C(C=CC=C1)Cl)OC (7-benzyloxy-1-[1-(2-chlorophenyl)cyclopropyl]-6-methoxy-1,2,3,4-tetrahydroisoquinoline), COCCBr (2-methoxyethyl bromide), hydrobromide salt, C([O-])([O-])=O.[K+].[K+] (potassium carbonate), C([O-])([O-])=O.[K+].[K+] (potassium carbonate), COCCBr (2-methoxyethyl bromide). The solvent is CC(=O)C (acetone). Conditions: time 16 hour. Product: C(C1=CC=CC=C1)OC1=C(C=C2CCN(C(C2=C1)C1(CC1)C1=C(C=CC=C1)Cl)CCOC)OC (7-benzyloxy-1-[1-(2-chlorophenyl)cyclopropyl]-6-methoxy-2-(2-methoxyethyl)-1,2,3,4-tetrahydroisoquinoline). RXN SMILES: [CH2:1]([O:8][C:9]1[CH:18]=[C:17]2[C:12]([CH2:13][CH2:14][NH:15][CH:16]2[C:19]2([C:22]3[CH:27]=[CH:26][CH:25]=[CH:24][C:23]=3[Cl:28])[CH2:21][CH2:20]2)=[CH:11][C:10]=1[O:29][CH3:30])[C:2]1[CH:7]=[CH:6][CH:5]=[CH:4][CH:3]=1.C(=O)([O-])[O-].[K+].[K+].[CH3:37][O:38][CH2:39][CH2:40]Br>CC(C)=O>[CH2:1]([O:8][C:9]1[CH:18]=[C:17]2[C:12]([CH2:13][CH2:14][N:15]([CH2:40][CH2:39][O:38][CH3:37])[CH:16]2[C:19]2([C:22]3[CH:27]=[CH:26][CH:25]=[CH:24][C:23]=3[Cl:28])[CH2:20][CH2:21]2)=[CH:11][C:10]=1[O:29][CH3:30])[C:2]1[CH:7]=[CH:6][CH:5]=[CH:4][CH:3]=1 |f:1.2.3|. Procedure details: A mixture of 7-benzyloxy-1-[1-(2-chlorophenyl)cyclopropyl]-6-methoxy-1,2,3,4-tetrahydroisoquinoline (2.1 g, free base liberated from the hydrobromide salt prepared in a similar manner to that described in Example RC14), acetone (30 ml), anhydrous potassium carbonate (1.6 g) and 2-methoxyethyl bromide (2.1 g) was heated under reflux for 6 hours. After a further 16 hours at ambient temperature, potassium carbonate (3 g) and 2-methoxyethyl bromide (2.22 g) were added, and heating continued for 6 ho... The reactants are C(C)(C)(C)OC(=O)N1CCC(CC1)N1C(N(CC1C=C)C1=CC(=CC=C1)C(N)=N)=O (1-(1-t-Butoxycarbonylpiperidin-4-yl)-3-(3-amidinophenyl)-5-ethenyl-2-imidazolidinone), FC(C(=O)O)(F)F (trifluoroacetic acid). Solvent: ClCCl (dichloromethane). Yields the product N1CCC(CC1)N1C(N(CC1C=C)C1=CC(=CC=C1)C(N)=N)=O (1-(piperidin-4-yl)-3-(3-amidinophenyl)-5-ethenyl-2-imidazolidinone). Yield: 130.5%. RXN SMILES: C(OC([N:8]1[CH2:13][CH2:12][CH:11]([N:14]2[CH:18]([CH:19]=[CH2:20])[CH2:17][N:16]([C:21]3[CH:26]=[CH:25][CH:24]=[C:23]([C:27](=[NH:29])[NH2:28])[CH:22]=3)[C:15]2=[O:30])[CH2:10][CH2:9]1)=O)(C)(C)C.FC(F)(F)C(O)=O>ClCCl>[NH:8]1[CH2:13][CH2:12][CH:11]([N:14]2[CH:18]([CH:19]=[CH2:20])[CH2:17][N:16]([C:21]3[CH:26]=[CH:25][CH:24]=[C:23]([C:27](=[NH:28])[NH2:29])[CH:22]=3)[C:15]2=[O:30])[CH2:10][CH2:9]1. Procedure details: 1-(1-t-Butoxycarbonylpiperidin-4-yl)-3-(3-amidinophenyl)-5-ethenyl-2-imidazolidinone (1.32 g, 3.3 mmol) was stirred in 1:1 dichloromethane:trifluoroacetic acid (30 ml) for 4 h. This solvent was removed in vacuo, and 1.35 g of 1-(piperidin-4-yl)-3-(3-amidinophenyl)-5-ethenyl-2-imidazolidinone was obtained as the trifluoroacetic acid salt LRMS (M+H)+ m/z 297. Starting materials: C(C)(C)(C)OC(=O)CN[C@H]1[C@@H](CC2=CC=CC=C12)NC(=O)C1=CC2=C(N1)C(=C(S2)Cl)Cl (N-{(1R,2R)-1-[(tert-Butoxycarbonylmethyl)amino]-2,3-dihydro-1H-inden-2-yl}-2,3-dichloro-4H-thieno[3,2-b]pyrrole-5-carboxamide), C(=O)(C(F)(F)F)O (TFA). Solvent: C(Cl)Cl (DCM). Reaction conditions: time 6 hour. Product: C(=O)(O)CN[C@H]1[C@@H](CC2=CC=CC=C12)NC(=O)C1=CC2=C(N1)C(=C(S2)Cl)Cl (N-[(1R,2R)-1-(Carboxymethylamino)-2,3-dihydro-1H-inden-2-yl]-2,3-dichloro-4H-thieno[3,2-b]pyrrole-5-carboxamide). Isolated yield 95.4%. Reaction SMILES: C([O:5][C:6]([CH2:8][NH:9][C@@H:10]1[C:18]2[C:13](=[CH:14][CH:15]=[CH:16][CH:17]=2)[CH2:12][C@H:11]1[NH:19][C:20]([C:22]1[NH:26][C:25]2[C:27]([Cl:31])=[C:28]([Cl:30])[S:29][C:24]=2[CH:23]=1)=[O:21])=[O:7])(C)(C)C.C(O)(C(F)(F)F)=O>C(Cl)Cl>[C:6]([CH2:8][NH:9][C@@H:10]1[C:18]2[C:13](=[CH:14][CH:15]=[CH:16][CH:17]=2)[CH2:12][C@H:11]1[NH:19][C:20]([C:22]1[NH:26][C:25]2[C:27]([Cl:31])=[C:28]([Cl:30])[S:29][C:24]=2[CH:23]=1)=[O:21])([OH:7])=[O:5]. Procedure: N-{(1R,2R)-1-[(tert-Butoxycarbonylmethyl) amino]-2,3-dihydro-1H-inden-2-yl}-2,3-dichloro-4H-thieno[3,2-b]pyrrole-5-carboxamide (Example 29; 100 mg, 0.21 mmol) dissolved in DCM (10 mL). TFA (1 mL) added and the reaction stirred at ambient temperature for 6 hours. Evaporation under reduced pressure, co-evaporation with CHCI3 (2×10 mL) and drying gave the title compound (85 mg, 36%) as a white powder. Starting materials: ClC=1C=C(C=CC1F)C1=CN=C2N1C=CC(=C2F)C(C)(C)O (2-[3-(3-Chloro-4-fluorophenyl)-8-fluoroimidazo[1,2-α]pyridin-7-yl]-propan-2-ol), ClC1=C(C=CC(=C1)Cl)B(O)O (2,4-dichlorobenzeneboronic acid). The product is ClC1=C(C=CC(=C1)Cl)C1=C(C=CC(=C1)C1=CN=C2N1C=CC(=C2F)C(C)(C)O)F (2-[3-(2′,4′-dichloro-2-fluorobiphenyl-5-yl)-8-fluoroimidazo[1,2-α]pyridin-7-yl]propan-2-ol). The yield is 3.0%. Reaction SMILES: Cl[C:2]1[CH:3]=[C:4]([C:9]2[N:13]3[CH:14]=[CH:15][C:16]([C:19]([OH:22])([CH3:21])[CH3:20])=[C:17]([F:18])[C:12]3=[N:11][CH:10]=2)[CH:5]=[CH:6][C:7]=1[F:8].[Cl:23][C:24]1[CH:29]=[C:28]([Cl:30])[CH:27]=[CH:26][C:25]=1B(O)O>>[Cl:23][C:24]1[CH:29]=[C:28]([Cl:30])[CH:27]=[CH:26][C:25]=1[C:2]1[CH:3]=[C:4]([C:9]2[N:13]3[CH:14]=[CH:15][C:16]([C:19]([OH:22])([CH3:21])[CH3:20])=[C:17]([F:18])[C:12]3=[N:11][CH:10]=2)[CH:5]=[CH:6][C:7]=1[F:8]. Procedure details: 2-[3-(3-Chloro-4-fluorophenyl)-8-fluoroimidazo[1,2-α]pyridin-7-yl]-propan-2-ol and 2,4-dichlorobenzeneboronic acid were coupled in the same way as in Example 30 to give 2-[3-(2′,4′-dichloro-2-fluorobiphenyl-5-yl)-8-fluoroimidazo[1,2-α]pyridin-7-yl]propan-2-ol as an off-white solid (4 mg, 3%): m/z (ES+) 434 [MH+]. Starting materials: NC1=CC=CC=C1 (aniline), C(C)NC([O-])=O (ethylcarbamate), C(C)O (ethanol). The reagents and catalysts are CCCCCCCC(=O)[O-].CCCCCCCC(=O)[O-].[Zn+2] (zinc octoate). Reaction conditions: time 6.5 hour. Product: C(C)OC(NC1=CC=CC=C1)=O (N-phenyl-carbamic acid-ethyl ester). As a reaction SMILES: [NH2:1][C:2]1[CH:7]=[CH:6][CH:5]=[CH:4][CH:3]=1.C(N[C:11](=[O:13])[O-:12])C.[CH2:14](O)[CH3:15]>CCCCCCCC([O-])=O.CCCCCCCC([O-])=O.[Zn+2]>[CH2:14]([O:12][C:11](=[O:13])[NH:1][C:2]1[CH:7]=[CH:6][CH:5]=[CH:4][CH:3]=1)[CH3:15] |f:3.4.5|. Procedure details: 1024 g aniline, 980 g ethylcarbamate, 1060 g ethanol (approximately 96%) and 6.0 g zinc octoate were reacted in the apparatus described in Example 1 for 6.5 hours at 200° C. When the apparatus had cooled and the pressure had been reduced, the reaction mixture was removed, filtered and analyzed by high pressure liquid chromatography (HPLC). A yield of 1580 g (87% of the theoretical yield) of N-phenyl-carbamic acid-ethyl ester was obtained. The reactants are C1(=CC=CC=C1)COC(CC1OC2=C(CC1)C=C(C=C2)N)C(F)(F)F (2-(2-phenylmethoxy-3,3,3-trifluoropropyl)-6-amino-3,4-dihydro-2H-1-benzopyran), O1CCCC1 (tetrahydrofuran), ClC(=O)OCC (ethyl chloroformate), C(O)([O-])=O.[Na+] (sodium hydrogencarbonate). Procedure details: A solution of 3.6 g (10 mmol) of 2-(2-phenylmethoxy-3,3,3-trifluoropropyl)-6-amino-3,4-dihydro-2H-1-benzopyran in 34 ml of a 9/1 mixture of tetrahydrofuran and water is reacted for 20 min with 1.1 ml (11 mmol) of ethyl chloroformate and 1.3 g (15 mmol) of sodium hydrogencarbonate. The mixture is then diluted with water and the product is extracted with dichloromethane. The organic phase is dried over sodium sulfate and concentrated under reduced pressure. By chromatography of the residue on a si... Yields the product C1(=CC=CC=C1)COC(CC1OC2=C(CC1)C=C(C=C2)NC(=O)OCC)C(F)(F)F (2-(2-Phenylmethoxy-3,3,3-trifluoropropyl)-6-ethoxycarbonylamino-3,4-dihydro-2H-1-benzopyran). As a reaction SMILES: [C:1]1([CH2:7][O:8][CH:9]([C:22]([F:25])([F:24])[F:23])[CH2:10][CH:11]2[CH2:16][CH2:15][C:14]3[CH:17]=[C:18]([NH2:21])[CH:19]=[CH:20][C:13]=3[O:12]2)[CH:6]=[CH:5][CH:4]=[CH:3][CH:2]=1.O1CCCC1.Cl[C:32]([O:34][CH2:35][CH3:36])=[O:33].C(=O)([O-])O.[Na+]>O>[C:1]1([CH2:7][O:8][CH:9]([C:22]([F:25])([F:23])[F:24])[CH2:10][CH:11]2[CH2:16][CH2:15][C:14]3[CH:17]=[C:18]([NH:21][C:32]([O:34][CH2:35][CH3:36])=[O:33])[CH:19]=[CH:20][C:13]=3[O:12]2)[CH:2]=[CH:3][CH:4]=[CH:5][CH:6]=1 |f:3.4|. The solvent is 9/1, O (water), O (water).